From a dataset of the Open Reaction Database (ORD), a public repository of structured organic reaction records. describe an organic reaction: reactants, conditions, products, and yield Yields the product COc1ccc(Cl)c(C(C)=O)c1. Reactants: CC#N, COc1cccc(C(C)=O)c1, [Cl-], [Na+]. As a reaction SMILES: [CH3:14][C:15]#[N:16].[CH3:3][O:4][c:5]1[cH:6][c:7]([C:11]([CH3:12])=[O:13])[cH:8][cH:9][cH:10]1.[Cl-:2].[Na+:1]>>[Cl:2][c:8]1[c:7]([C:11]([CH3:12])=[O:13])[cH:6][c:5]([O:4][CH3:3])[cH:10][cH:9]1. The reactants are solid, FC1=C(C=CC(=C1)F)N1N=CC=C1C1=CC=C(C=C1)[N+](=O)[O-] (1-(2,4-difluoro-phenyl)-5-(4-nitro-phenyl)-1H-pyrazole), FC1=C(C=CC(=C1)F)N1N=CC=C1C1=CC=C(C=C1)[N+](=O)[O-] (1-(2,4-difluoro-phenyl)-5-(4-nitro-phenyl)-1H-pyrazole), FC(C1=CC=C(C=C1)CC#N)(F)F (2-(4-trifluoromethyl-phenyl)-acetonitrile). The product is FC1=C(C=CC(=C1)F)N1N=CC=C1C1=CC=2C(=NOC2C2=CC=C(C=C2)C(F)(F)F)C=C1 (5-[2-(2,4-Difluoro-phenyl)-2H-pyrazol-3-yl]-3-(4-trifluoromethyl-phenyl)-benzo[c]isoxazole). RXN SMILES: [F:1][C:2]1[CH:7]=[C:6]([F:8])[CH:5]=[CH:4][C:3]=1[N:9]1[C:13]([C:14]2[CH:19]=[CH:18][C:17]([N+:20]([O-])=[O:21])=[CH:16][CH:15]=2)=[CH:12][CH:11]=[N:10]1.[F:23][C:24]([F:35])([F:34])[C:25]1[CH:30]=[CH:29][C:28]([CH2:31]C#N)=[CH:27][CH:26]=1>>[F:1][C:2]1[CH:7]=[C:6]([F:8])[CH:5]=[CH:4][C:3]=1[N:9]1[C:13]([C:14]2[CH:19]=[CH:18][C:17]3=[N:20][O:21][C:31]([C:28]4[CH:27]=[CH:26][C:25]([C:24]([F:23])([F:34])[F:35])=[CH:30][CH:29]=4)=[C:16]3[CH:15]=2)=[CH:12][CH:11]=[N:10]1. Procedure details: The title compound, light yellow solid (18 mg, 12%), MS (ISP) m/z=442.2 [(M+H)+], mp 159° C., was prepared in accordance with the general method of example 1 from 1-(2,4-difluoro-phenyl)-5-(4-nitro-phenyl)-1H-pyrazole (intermediate I) (100 mg, 353 μmol) and commercially available 2-(4-trifluoromethyl-phenyl)-acetonitrile. The reactants are CC1CN(c2ccc(N)nc2)CCN1C(=O)OC(C)(C)C, CN(C)C(=O)c1cc2cnc(Cl)nc2n1C1CCCC1. Product: CC1CN(c2ccc(Nc3ncc4cc(C(=O)N(C)C)n(C5CCCC5)c4n3)nc2)CCN1C(=O)OC(C)(C)C. Reaction SMILES: [C:21]([CH3:22])([CH3:23])([CH3:24])[O:25][C:26](=[O:27])[N:28]1[CH:29]([CH3:41])[CH2:30][N:31]([c:34]2[cH:35][n:36][c:37]([NH2:40])[cH:38][cH:39]2)[CH2:32][CH2:33]1.[CH3:1][N:2]([C:3](=[O:4])[c:5]1[cH:6][c:7]2[c:8]([n:9][c:10]([Cl:13])[n:11][cH:12]2)[n:14]1[CH:15]1[CH2:16][CH2:17][CH2:18][CH2:19]1)[CH3:20]>>[CH3:1][N:2]([C:3](=[O:4])[c:5]1[cH:6][c:7]2[c:8]([n:9][c:10]([NH:40][c:37]3[n:36][cH:35][c:34]([N:31]4[CH2:30][CH:29]([CH3:41])[N:28]([C:26]([O:25][C:21]([CH3:22])([CH3:23])[CH3:24])=[O:27])[CH2:33][CH2:32]4)[cH:39][cH:38]3)[n:11][cH:12]2)[n:14]1[CH:15]1[CH2:16][CH2:17][CH2:18][CH2:19]1)[CH3:20].